This data is from the Open Reaction Database (ORD), a public repository of structured organic reaction records. The task is: describe an organic reaction: reactants, conditions, products, and yield Starting materials: COC1=C(C=CC(=C1)C)S(=O)(=O)Cl (2-methoxy-4-methylbenzenesulfonyl chloride), CC1N(CCOC=2C1=C1C=CNC1=CC2)C(=O)OC(C)(C)C (tert-butyl 1-methyl-1,3,4,8-tetrahydro-2H-[1,4]oxazepino[6,7-e]indole-2-carboxylate), CC1N(CCOC=2C1=C1C=CNC1=CC2)C(=O)OC(C)(C)C (tert-butyl 1-methyl-1,3,4,8-tetrahydro-2H-[1,4]oxazepino[6,7-e]indole-2-carboxylate), [H-].[Na+] (sodium hydride). The solvent is CN(C)C=O (DMF). Reaction conditions: time 8 hour. The product is COC1=C(C=CC(=C1)C)S(=O)(=O)N1C=CC2=C3C(=CC=C12)OCCN(C3C)C(=O)OC(C)(C)C (tert-butyl 8-[(2-methoxy-4-methylphenyl)sulfonyl]-1-methyl-1,3,4,8-tetrahydro-2H-[1,4]oxazepino[6,7-e]indole-2-carboxylate). Yield: 52.0%. As a reaction SMILES: [CH3:1][CH:2]1[C:8]2=[C:9]3[C:13](=[CH:14][CH:15]=[C:7]2[O:6][CH2:5][CH2:4][N:3]1[C:16]([O:18][C:19]([CH3:22])([CH3:21])[CH3:20])=[O:17])[NH:12][CH:11]=[CH:10]3.[H-].[Na+].[CH3:25][O:26][C:27]1[CH:32]=[C:31]([CH3:33])[CH:30]=[CH:29][C:28]=1[S:34](Cl)(=[O:36])=[O:35]>CN(C=O)C>[CH3:25][O:26][C:27]1[CH:32]=[C:31]([CH3:33])[CH:30]=[CH:29][C:28]=1[S:34]([N:12]1[C:13]2[C:9](=[C:8]3[CH:2]([CH3:1])[N:3]([C:16]([O:18][C:19]([CH3:21])([CH3:20])[CH3:22])=[O:17])[CH2:4][CH2:5][O:6][C:7]3=[CH:15][CH:14]=2)[CH:10]=[CH:11]1)(=[O:35])=[O:36] |f:1.2|. Procedure details: tert-Butyl 1-methyl-1,3,4,8-tetrahydro-2H-[1,4]oxazepino[6,7-e]indole-2-carboxylate (Intermediate 42, 25 mg, 0.083 mmol) was dissolved in DMF (1 mL) and sodium hydride (60% in mineral oil, 4.0 mg, 0.17 mmol) was added. The reaction mixture was stirred at room temperature for 15 minutes before 2-methoxy-4-methylbenzenesulfonyl chloride (25 mg, 0.11 mmol) was added. The reaction mixture was allowed to stir at room temperature overnight. The reaction was quenched by addition of water and the crude ... Reactants: O=C(O)COc1ccccc1, Nc1ccc(Cl)cc1. Reagents/catalysts: CN(C)[P+](N(C)C)(N(C)C)ON1C2=CC=CC=C2N=N1.F[P-](F)(F)(F)(F)F (BOP), CCN(C(C)C)C(C)C (DIPEA). Solvent: CN(C)C=O (DMF), CN(C)C=O (DMF), CN(C)C=O (DMF), CN(C)C=O (DMF), CN(C)C=O (DMF), CN(C)C=O (DMF). Run at temperature 25 celsius, time 2 hour. The product is O=C(COc1ccccc1)Nc1ccc(Cl)cc1. Yield: 37.4%. RXN SMILES: Nc1ccc(Cl)cc1.O=C(O)COc1ccccc1.CN(C)[P+](N(C)C)(N(C)C)ON1C2=CC=CC=C2N=N1.F[P-](F)(F)(F)(F)F.CCN(C(C)C)C(C)C.CN(C)C=O>>O=C(COc1ccccc1)Nc1ccc(Cl)cc1. Starting materials: BrC1=CC(=C(C=C1)C(=O)N1CCN(CC1)C1=NC(=C(C=C1C)C)C)F ((4-bromo-2-fluorophenyl)[4-(3,5,6-trimethylpyridin-2-yl)piperazin-1-yl]methanone), FC=1C=C(C=CC1C(=O)N1CCN(CC1)C1=NC(=C(C=C1C)C)C)N1C(N(CC1C)CC1=CC=C(C=C1)OC)=O (3-{3-fluoro-4-[4-(3,5,6-trimethylpyridin-2-yl)piperazine-1-carbonyl]phenyl}-1-(4-methoxybenzyl)-4-methylimidazolidin-2-one), COC1=CC=C(CN2C(NC(C2)C)=O)C=C1 (1-(4-methoxybenzyl)-4-methylimidazolidin-2-one). The product is FC=1C=C(C=CC1C(=O)N1CCN(CC1)C1=NC(=C(C=C1C)C)C)N1C(NCC1C)=O (1-{3-fluoro-4-[4-(3,5,6-trimethylpyridin-2-yl)piperazine-1-carbonyl]phenyl}-5-methylimidazolidin-2-one). RXN SMILES: BrC1C=CC(C(N2CCN(C3C(C)=CC(C)=C(C)N=3)CC2)=O)=C(F)C=1.COC1C=CC(CN2CC(C)NC2=O)=CC=1.[F:42][C:43]1[CH:44]=[C:45]([N:66]2[CH:70]([CH3:71])[CH2:69][N:68](CC3C=CC(OC)=CC=3)[C:67]2=[O:81])[CH:46]=[CH:47][C:48]=1[C:49]([N:51]1[CH2:56][CH2:55][N:54]([C:57]2[C:62]([CH3:63])=[CH:61][C:60]([CH3:64])=[C:59]([CH3:65])[N:58]=2)[CH2:53][CH2:52]1)=[O:50]>>[F:42][C:43]1[CH:44]=[C:45]([N:66]2[CH:70]([CH3:71])[CH2:69][NH:68][C:67]2=[O:81])[CH:46]=[CH:47][C:48]=1[C:49]([N:51]1[CH2:52][CH2:53][N:54]([C:57]2[C:62]([CH3:63])=[CH:61][C:60]([CH3:64])=[C:59]([CH3:65])[N:58]=2)[CH2:55][CH2:56]1)=[O:50]. Procedure: Using (4-bromo-2-fluorophenyl)[4-(3,5,6-trimethylpyridin-2-yl)piperazin-1-yl]methanone (163 mg) described in Preparation Example 128 and 1-(4-methoxybenzyl)-4-methylimidazolidin-2-one (106 mg) described in Preparation Example 52 and by the reaction and treatment in the same manner as in Example 506, the title compound (79 mg) was obtained via 3-{3-fluoro-4-[4-(3,5,6-trimethylpyridin-2-yl)piperazine-1-carbonyl]phenyl}-1-(4-methoxybenzyl)-4-methylimidazolidin-2-one. Starting materials: C=1C=CC2=C(C1)NC(=O)O2 (Benzoxazolinone), C(C)NCC (diethylamine). Yields the product OC1=C(C=CC=C1)NC(=O)N(CC)CC (N-(2-Hydroxyphenyl)-N',N'-diethylurea). As a reaction SMILES: [CH:1]1[CH:2]=[CH:3][C:4]2[O:10][C:8](=[O:9])[NH:7][C:5]=2[CH:6]=1.[CH2:11]([NH:13][CH2:14][CH3:15])[CH3:12]>>[OH:10][C:4]1[CH:3]=[CH:2][CH:1]=[CH:6][C:5]=1[NH:7][C:8]([N:13]([CH2:14][CH3:15])[CH2:11][CH3:12])=[O:9]. Reported procedure: Benzoxazolinone (1 mole) was stirred with 2 moles of diethylamine (dissolved in industrial alcohol) at 50° C. for 48 hours, then the alcohol and excess of diethylamine were distilled off under reduced pressure at below 60° C. The residue was taken up in acetone, the desired product was precipitated by adding water and then it was filtered off and dried under reduced pressure at 80° C. The reactants are CN(C)C=O, c1cncc(CN(CC2CC2)C2CCNCC2)c1, CC(C)NC(C)C, O=C(Cl)Oc1ccc(Oc2ccc(C(F)(F)F)cn2)cc1. The product is O=C(Oc1ccc(Oc2ccc(C(F)(F)F)cn2)cc1)N1CCC(N(Cc2cccnc2)CC2CC2)CC1. RXN SMILES: [CH3:47][N:48]([CH3:49])[CH:50]=[O:51].[CH:1]1([CH2:4][N:5]([CH2:6][c:7]2[cH:8][n:9][cH:10][cH:11][cH:12]2)[CH:13]2[CH2:14][CH2:15][NH:16][CH2:17][CH2:18]2)[CH2:2][CH2:3]1.[CH:40]([NH:41][CH:42]([CH3:43])[CH3:44])([CH3:45])[CH3:46].[Cl:19][C:20](=[O:21])[O:22][c:23]1[cH:24][cH:25][c:26]([O:29][c:30]2[n:31][cH:32][c:33]([C:36]([F:37])([F:38])[F:39])[cH:34][cH:35]2)[cH:27][cH:28]1>>[CH:1]1([CH2:4][N:5]([CH2:6][c:7]2[cH:8][n:9][cH:10][cH:11][cH:12]2)[CH:13]2[CH2:14][CH2:15][N:16]([C:20](=[O:21])[O:22][c:23]3[cH:24][cH:25][c:26]([O:29][c:30]4[n:31][cH:32][c:33]([C:36]([F:37])([F:38])[F:39])[cH:34][cH:35]4)[cH:27][cH:28]3)[CH2:17][CH2:18]2)[CH2:2][CH2:3]1. Starting materials: O[C@H](C)[C@@H]1[C@@H]2N(C(=C([C@@H]2C)C=2N3C(SC2)=CN=C3)C(=O)O)C1=O ((1S,5R,6S)-6-((1R)-1-hydroxyethyl)-2-(imidazo[5,1-b]thiazol-3-yl)-1-methyl-1-carbapen-2-em-3-carboxylic acid), CO (methanol), C(O)([O-])=O.[Na+] (sodium hydrogen carbonate). Solvent: O (water). Reaction conditions: time 10 minute. Yields the product O[C@H](C)[C@@H]1[C@@H]2N(C(=C([C@@H]2C)C=2N3C(SC2)=CN=C3)C(=O)OCOC(C(C)(C)C)=O)C1=O (Pivaloyloxymethyl (1S,5R,6S)-6-((1R)-1-hydroxyethyl)-2-(imidazo[5,1-b]thiazol-3-yl)-1-methyl-1-carbapen-2-em-3-carboxylate). Reaction SMILES: [OH:1][C@@H:2]([C@H:4]1[C:22](=[O:23])[N:6]2[C:7]([C:19]([OH:21])=O)=[C:8]([C:11]3[N:12]4[CH:18]=[N:17][CH:16]=[C:13]4[S:14][CH:15]=3)[C@H:9]([CH3:10])[C@H:5]12)[CH3:3].[C:24](=[O:27])([O-:26])O.[Na+].[CH3:29][OH:30]>O>[OH:1][C@@H:2]([C@H:4]1[C:22](=[O:23])[N:6]2[C:7]([C:19]([O:26][CH2:24][O:27][C:29](=[O:30])[C:4]([CH3:22])([CH3:5])[CH3:2])=[O:21])=[C:8]([C:11]3[N:12]4[CH:18]=[N:17][CH:16]=[C:13]4[S:14][CH:15]=3)[C@H:9]([CH3:10])[C@H:5]12)[CH3:3] |f:1.2|. Procedure details: To a suspension of 32.5 mg of (1S,5R,6S)-6-((1R)-1-hydroxyethyl)-2-(imidazo[5,1-b]thiazol-3-yl)-1-methyl-1-carbapen-2-em-3-carboxylic acid in a mixture of 10 ml of water and 8 ml of methanol was added 7.8 mg of sodium hydrogen carbonate, and the mixture was stirred at room temperature for 10 minutes to form a solution. Methanol was removed under reduced pressure, and the residue was lyophilized. The lyophilized product was dissolved in 2 ml of dry DMF, 0.03 ml of iodomethyl pivalate was added un... Reactants: CI, [H-], [Na+], C1CCOC1, O, COC(=O)C(C)(C)CO. Yields the product COCC(C)(C)C(=O)OC. Reaction SMILES: [CH3:12][I:13].[H-:10].[Na+:11].[O:15]1[CH2:16][CH2:17][CH2:18][CH2:19]1.[OH2:14].[OH:1][CH2:2][C:3]([C:4](=[O:5])[O:6][CH3:7])([CH3:8])[CH3:9]>>[O:1]([CH2:2][C:3]([C:4](=[O:5])[O:6][CH3:7])([CH3:8])[CH3:9])[CH3:12]. The reactants are C1(=CC=CC=C1)C (toluene), crude product, ClCC(=O)OCC (ethyl chloroacetate), CN(C=O)C (dimethylformamide), O=C1N=C(C2=C1C(=NC2=O)C2=CC=CC=C2)C2=CC=CC=C2 (1,4-diketo-3,6-diphenylpyrrolo-[3,4-c]-pyrrole), C([O-])([O-])=O.[Na+].[Na+] (sodium carbonate), CN(C=O)C (dimethylformamide). Solvent: C(C)O (ethanol), O (water). Conditions: time 30 minute. Product: O=C1N(C(=C2C1=C(N(C2=O)CC(=O)OCC)C2=CC=CC=C2)C2=CC=CC=C2)CC(=O)OCC (1,4-diketo-2,5-di-(carboethoxymethyl)-3,6 -diphenylpyrrolo-[3,4-c]-pyrrole). Reaction SMILES: Cl[CH2:2][C:3]([O:5][CH2:6][CH3:7])=[O:4].[CH3:8]N(C)C=O.[O:13]=[C:14]1[C:18]2[C:19]([C:23]3[CH:28]=[CH:27][CH:26]=[CH:25][CH:24]=3)=[N:20][C:21](=[O:22])[C:17]=2[C:16]([C:29]2[CH:34]=[CH:33][CH:32]=[CH:31][CH:30]=2)=[N:15]1.[C:35](=[O:38])([O-])[O-:36].[Na+].[Na+].[C:41]1(C)C=CC=C[CH:42]=1>C(O)C.O>[O:22]=[C:21]1[C:17]2=[C:16]([C:29]3[CH:30]=[CH:31][CH:32]=[CH:33][CH:34]=3)[N:15]([CH2:2][C:3]([O:5][CH2:6][CH3:7])=[O:4])[C:14](=[O:13])[C:18]2=[C:19]([C:23]2[CH:28]=[CH:27][CH:26]=[CH:25][CH:24]=2)[N:20]1[CH2:8][C:35]([O:36][CH2:41][CH3:42])=[O:38] |f:3.4.5|. Procedure: A mixture of 9.8 parts of ethyl chloroacetate and 20 parts of dimethylformamide is added to a mixture, warmed to 145° C., of 5.8 parts of 1,4-diketo-3,6-diphenylpyrrolo-[3,4-c]-pyrrole, 8.5 parts of sodium carbonate and 60 parts of dimethylformamide in the course of 30 minutes. The brown-yellow solution formed is subsequently stirred at 140°-145° C. for 30 minutes, cooled and poured onto 1,000 parts of water of 15° C. After the mixture has been left to stand at 20° C. for one hour, the aqueous p... Reactants: C(CCCC\C=C/C\C=C/C\C=C/CCCCC)(=O)O (z,z,z-octadeca-6,9,12-trienoic acid), OCCCO (1,3-dihydroxypropane), C1(CCCCC1)N=C=NC1CCCCC1 (1,3-dicyclohexylcarbodiimide). The reagents and catalysts are CN(C)C1=CC=NC=C1 (4-(N,N-dimethylamino)pyridine). The solvent is C(Cl)Cl (methylene chloride), C(Cl)Cl (methylene chloride). The product is C(CCCC\C=C/C\C=C/C\C=C/CCCCC)(=O)OCCCO (1-(z,z,z-octadeca-6,9,12-trienoyloxy)-3-hydroxypropane). As a reaction SMILES: [C:1]([OH:20])(=[O:19])[CH2:2][CH2:3][CH2:4][CH2:5]/[CH:6]=[CH:7]\[CH2:8]/[CH:9]=[CH:10]\[CH2:11]/[CH:12]=[CH:13]\[CH2:14][CH2:15][CH2:16][CH2:17][CH3:18].[OH:21][CH2:22][CH2:23][CH2:24]O.C1(N=C=NC2CCCCC2)CCCCC1>C(Cl)Cl.CN(C1C=CN=CC=1)C>[C:1]([O:20][CH2:24][CH2:23][CH2:22][OH:21])(=[O:19])[CH2:2][CH2:3][CH2:4][CH2:5]/[CH:6]=[CH:7]\[CH2:8]/[CH:9]=[CH:10]\[CH2:11]/[CH:12]=[CH:13]\[CH2:14][CH2:15][CH2:16][CH2:17][CH3:18]. Procedure: A solution of z,z,z-octadeca-6,9,12-trienoic acid (150 g) in methylene chloride (500 ml) was added dropwise to a mixture of 1,3-dihydroxypropane (205 g), 1,3-dicyclohexylcarbodiimide (130 g) and 4-(N,N-dimethylamino)pyridine (87 g) in methylene chloride (2500 ml) at room temperature under nitrogen. When tlc indicated that the reaction had gone to completion the reaction mixture was filtered. The filtrate was washed with dilute hydrochloric acid, water and saturated sodium chloride solution. The ... Reactants: CCCCOc1cc2c(cc1C(C)=C(F)CO)C(C(C)C)=CC(C)(C)O2, C[N+]1([O-])CCOCC1. The product is CCCCOc1cc2c(cc1C(C)=C(F)C=O)C(C(C)C)=CC(C)(C)O2. Reaction SMILES: [CH2:1]([CH2:2][CH2:3][CH3:4])[O:5][c:6]1[c:7]([C:21](=[C:22]([CH2:23][OH:24])[F:25])[CH3:26])[cH:8][c:9]2[c:14]([cH:15]1)[O:13][C:12]([CH3:16])([CH3:17])[CH:11]=[C:10]2[CH:18]([CH3:19])[CH3:20].[CH3:27][N+:28]1([O-:29])[CH2:30][CH2:31][O:32][CH2:33][CH2:34]1>>[CH2:1]([CH2:2][CH2:3][CH3:4])[O:5][c:6]1[c:7]([C:21](=[C:22]([CH:23]=[O:24])[F:25])[CH3:26])[cH:8][c:9]2[c:14]([cH:15]1)[O:13][C:12]([CH3:16])([CH3:17])[CH:11]=[C:10]2[CH:18]([CH3:19])[CH3:20].